Task: describe an organic reaction: reactants, conditions, products, and yield. Dataset: the Open Reaction Database (ORD), a public repository of structured organic reaction records Reactants: ClCCC(C(=O)OC)C1=CC=CC=C1 (Methyl (RS)-4-chloro-2-phenylbutanoate), N1N=CC=C1 (pyrazole). Product: C1(=CC=CC=C1)C(C(=O)OC)CCN1N=CC=C1 (Methyl (RS)-2-phenyl-4-(1H-pyrazol-1-yl)butanoate). The yield is 32.2%. As a reaction SMILES: Cl[CH2:2][CH2:3][CH:4]([C:9]1[CH:14]=[CH:13][CH:12]=[CH:11][CH:10]=1)[C:5]([O:7][CH3:8])=[O:6].[NH:15]1[CH:19]=[CH:18][CH:17]=[N:16]1>>[C:9]1([CH:4]([CH2:3][CH2:2][N:15]2[CH:19]=[CH:18][CH:17]=[N:16]2)[C:5]([O:7][CH3:8])=[O:6])[CH:14]=[CH:13][CH:12]=[CH:11][CH:10]=1. Procedure details: Methyl (RS)-4-chloro-2-phenylbutanoate (prepared as described in J. Amer. Chem. Soc., 443, 73, 1951) (1 g) and pyrazole (1 g) were heated together at 120° C. for 5 hour, cooled and the residue partitioned between ether and water. The organic layer was washed with water and extracted with 2M hydrochloric acid. The acid extracts were basified with sodium carbonate and extracted with ether. The organic layer was dried over magnesium sulphate and evaporated to give the title compound (0.37 g, 33%) a...